This data is from the Open Reaction Database (ORD), a public repository of structured organic reaction records. The task is: describe an organic reaction: reactants, conditions, products, and yield Starting materials: Cc1ccccc1, COc1c(C)c2c(c(N)c1CC=C(C)CCC(=O)O)C(=O)OC2, OCCN1CCOCC1. Product: COc1c(C)c2c(c(N)c1CC=C(C)CCC(=O)OCCN1CCOCC1)C(=O)OC2. As a reaction SMILES: [CH3:33][c:34]1[cH:35][cH:36][cH:37][cH:38][cH:39]1.[NH2:1][c:2]1[c:3]2[c:7]([c:8]([CH3:22])[c:9]([O:20][CH3:21])[c:10]1[CH2:11][CH:12]=[C:13]([CH2:14][CH2:15][C:16](=[O:17])[OH:18])[CH3:19])[CH2:6][O:5][C:4]2=[O:23].[O:24]1[CH2:25][CH2:26][N:27]([CH2:30][CH2:31][OH:32])[CH2:28][CH2:29]1>>[NH2:1][c:2]1[c:3]2[c:7]([c:8]([CH3:22])[c:9]([O:20][CH3:21])[c:10]1[CH2:11][CH:12]=[C:13]([CH2:14][CH2:15][C:16](=[O:17])[O:18][CH2:31][CH2:30][N:27]1[CH2:26][CH2:25][O:24][CH2:29][CH2:28]1)[CH3:19])[CH2:6][O:5][C:4]2=[O:23]. Yields the product COc1cc2nccc(Oc3c(Cl)cc(NC(=O)Nc4ccc(F)cc4F)cc3Cl)c2cc1OC. The reactants are ClC(Cl)Cl, COc1cc2nccc(Oc3c(Cl)cc(N)cc3Cl)c2cc1OC, O=C=Nc1ccc(F)cc1F. RXN SMILES: [CH:36]([Cl:37])([Cl:38])[Cl:39].[Cl:1][c:2]1[cH:3][c:4]([NH2:5])[cH:6][c:7]([Cl:24])[c:8]1[O:9][c:10]1[cH:11][cH:12][n:13][c:14]2[cH:15][c:16]([O:22][CH3:23])[c:17]([O:20][CH3:21])[cH:18][c:19]12.[F:25][c:26]1[c:27]([N:33]=[C:34]=[O:35])[cH:28][cH:29][c:30]([F:32])[cH:31]1>>[Cl:1][c:2]1[cH:3][c:4]([NH:5][C:34]([NH:33][c:27]2[c:26]([F:25])[cH:31][c:30]([F:32])[cH:29][cH:28]2)=[O:35])[cH:6][c:7]([Cl:24])[c:8]1[O:9][c:10]1[cH:11][cH:12][n:13][c:14]2[cH:15][c:16]([O:22][CH3:23])[c:17]([O:20][CH3:21])[cH:18][c:19]12. The reactants are OC=1C(N(N=CC1[N+](=O)[O-])CC1=CC=CC2=CC=CC=C12)=O (4-hydroxy-2-naphthalen-1-ylmethyl-5-nitro-2H-pyridazin-3-one), N (ammonia). Reaction conditions: temperature 130 celsius. The product is NC=1C(N(N=CC1[N+](=O)[O-])CC1=CC=CC2=CC=CC=C12)=O (4-amino-2-naphthalen-1-ylmethyl-5-nitro-2H-pyridazin-3-one). Reaction SMILES: O[C:2]1[C:3](=[O:22])[N:4]([CH2:11][C:12]2[C:21]3[C:16](=[CH:17][CH:18]=[CH:19][CH:20]=3)[CH:15]=[CH:14][CH:13]=2)[N:5]=[CH:6][C:7]=1[N+:8]([O-:10])=[O:9].[NH3:23]>>[NH2:23][C:2]1[C:3](=[O:22])[N:4]([CH2:11][C:12]2[C:21]3[C:16](=[CH:17][CH:18]=[CH:19][CH:20]=3)[CH:15]=[CH:14][CH:13]=2)[N:5]=[CH:6][C:7]=1[N+:8]([O-:10])=[O:9]. Reported procedure: 9.4 g (31.6 mmol) of 4-hydroxy-2-naphthalen-1-ylmethyl-5-nitro-2H-pyridazin-3-one were combined with 150 ml saturated methanolic ammonia solution and heated to 130° C. for 24 hours in a Roth bomb. The mixture was concentrated down to a volume of about 40 ml using the rotary evaporator, the product precipitated was suction filtered and recrystallised from tetrahydrofuran. The reactants are CCOC(=O)CSc1nc(Cl)cc(Cl)n1, Nc1ccc(F)cc1, [Na+], [Na+], O=C([O-])[O-]. Product: CCOC(=O)CSc1nc(Cl)cc(Nc2ccc(F)cc2)n1. Reaction SMILES: [CH2:1]([CH3:2])[O:3][C:4]([CH2:5][S:6][c:7]1[n:8][c:9]([Cl:14])[cH:10][c:11]([Cl:13])[n:12]1)=[O:15].[F:16][c:17]1[cH:18][cH:19][c:20]([NH2:21])[cH:22][cH:23]1.[Na+:24].[Na+:25].[O-:26][C:27](=[O:28])[O-:29]>>[CH2:1]([CH3:2])[O:3][C:4]([CH2:5][S:6][c:7]1[n:8][c:9]([Cl:14])[cH:10][c:11]([NH:21][c:20]2[cH:19][cH:18][c:17]([F:16])[cH:23][cH:22]2)[n:12]1)=[O:15]. The reactants are ClC1=C(C(=O)O)C=C(C=N1)F (2-Chloro-5-fluoronicotinic acid), C[Si](C)(C)C=[N+]=[N-] (trimethylsilyldiazomethane). Product: ClC1=C(C(=O)OC)C=C(C=N1)F (methyl 2-chloro-5-fluoronicotinate). Yield: 83.4%. Reaction SMILES: [Cl:1][C:2]1[N:10]=[CH:9][C:8]([F:11])=[CH:7][C:3]=1[C:4]([OH:6])=[O:5].[CH3:12][Si](C=[N+]=[N-])(C)C>>[Cl:1][C:2]1[N:10]=[CH:9][C:8]([F:11])=[CH:7][C:3]=1[C:4]([O:6][CH3:12])=[O:5]. Reported procedure: The title compound (D69) (0022/105/1) (1.8 g) was prepared according to the experimental procedure described in Description 66 starting from 2-Chloro-5-fluoronicotinic acid (2 g, 11.39 mmol) and trimethylsilyldiazomethane (2M solution in diethyl ether) (17 ml, 34.18 mmol)